From a dataset of the Open Reaction Database (ORD), a public repository of structured organic reaction records. describe an organic reaction: reactants, conditions, products, and yield Reactants: CC(C)C1=NC2=C(N1)CCCC2=O (2-(1-methylethyl)-1,5,6,7-tetrahydro-4H-benzimidazol-4-one), BrCC1=CC=C(C=C1)Cl (1-(bromomethyl)-4-chlorobenzene), [OH-].[Na+] (sodium hydroxide). The reagents and catalysts are [Br-].C(CCC)[N+](CCCC)(CCCC)CCCC (tetrabutylammonium bromide). Run in C1(=CC=CC=C1)C (toluene). Run at time 2 hour. The product is ClC1=CC=C(C=C1)CN1C(=NC2=C1C(CCC2)=O)C(C)C (3-[(4-chlorophenyl)methyl]-2-(1-methylethyl)-3,5,6,7-tetrahydro-4H-benzimidazol-4-one). Yield: 60.4%. As a reaction SMILES: [CH3:1][CH:2]([C:4]1[NH:8][C:7]2[CH2:9][CH2:10][CH2:11][C:12](=[O:13])[C:6]=2[N:5]=1)[CH3:3].Br[CH2:15][C:16]1[CH:21]=[CH:20][C:19]([Cl:22])=[CH:18][CH:17]=1.[OH-].[Na+]>[Br-].C([N+](CCCC)(CCCC)CCCC)CCC.C1(C)C=CC=CC=1>[Cl:22][C:19]1[CH:20]=[CH:21][C:16]([CH2:15][N:5]2[C:6]3[C:12](=[O:13])[CH2:11][CH2:10][CH2:9][C:7]=3[N:8]=[C:4]2[CH:2]([CH3:1])[CH3:3])=[CH:17][CH:18]=1 |f:2.3,4.5|. Procedure: To a stirred suspension of Intermediate 56 (867 mg), 1-(bromomethyl)-4-chlorobenzene (1100 mg) and tetrabutylammonium bromide (784 mg) in toluene (20 mL) at ambient temperature was added aqueous sodium hydroxide 20% wt (9 mL). The reaction was stirred at ambient temperature for 2 hr. The reaction was quenched with saturated aqueous ammonium chloride (50 mL) and extracted with ethyl acetate (2×50 mL). The combined organics were dried (hydrophobic frit) and concentrated in vacuo. The sample was lo...